From a dataset of the Open Reaction Database (ORD), a public repository of structured organic reaction records. describe an organic reaction: reactants, conditions, products, and yield The reactants are CN(C)C=O, CCOC(C)=O, O=C(Cl)C(=O)Cl, N#CC1(c2cccc(C(=O)O)c2Cl)CC1, N#Cc1c(Oc2cccc(N)c2)ccc2nc(NC(=O)C3CC3)sc12, C1CCOC1. Product: N#Cc1c(Oc2cccc(NC(=O)c3cccc(C4(C#N)CC4)c3Cl)c2)ccc2nc(NC(=O)C3CC3)sc12. RXN SMILES: [CH3:22][N:23]([CH3:24])[CH:25]=[O:26].[CH3:57][CH2:58][O:59][C:60](=[O:61])[CH3:62].[Cl:16][C:17]([C:18]([Cl:19])=[O:20])=[O:21].[Cl:1][c:2]1[c:3]([C:4](=[O:5])[OH:6])[cH:7][cH:8][cH:9][c:10]1[C:11]1([C:14]#[N:15])[CH2:12][CH2:13]1.[NH2:27][c:28]1[cH:29][c:30]([O:31][c:32]2[c:33]([C:47]#[N:48])[c:34]3[c:35]([n:36][c:37]([NH:39][C:40](=[O:41])[CH:42]4[CH2:43][CH2:44]4)[s:38]3)[cH:45][cH:46]2)[cH:49][cH:50][cH:51]1.[O:52]1[CH2:53][CH2:54][CH2:55][CH2:56]1>>[Cl:1][c:2]1[c:3]([C:4](=[O:6])[NH:27][c:28]2[cH:29][c:30]([O:31][c:32]3[c:33]([C:47]#[N:48])[c:34]4[c:35]([n:36][c:37]([NH:39][C:40](=[O:41])[CH:42]5[CH2:43][CH2:44]5)[s:38]4)[cH:45][cH:46]3)[cH:49][cH:50][cH:51]2)[cH:7][cH:8][cH:9][c:10]1[C:11]1([C:14]#[N:15])[CH2:12][CH2:13]1. Starting materials: ClC1=C(C=C(N)C=C1)C1=NC=CC=C1 (4-chloro-3-(pyridin-2-yl)aniline), N1(N=CC=C1)CCS(=O)(=O)C1=CC=C(C(=O)O)C=C1 (4-(2-(1H-pyrazole-1-yl)ethylsulfonyl)benzoic acid). The product is N1(N=CC=C1)CCS(=O)(=O)C1=CC=C(C(=O)NC2=CC(=C(C=C2)Cl)C2=NC=CC=C2)C=C1 (4-(2-(1H-pyrazol-1-yl)ethylsulfonyl)-N-(4-chloro-3-(pyridin-2-yl)phenyl)benzamide). Reaction SMILES: [Cl:1][C:2]1[CH:8]=[CH:7][C:5]([NH2:6])=[CH:4][C:3]=1[C:9]1[CH:14]=[CH:13][CH:12]=[CH:11][N:10]=1.[N:15]1([CH2:20][CH2:21][S:22]([C:25]2[CH:33]=[CH:32][C:28]([C:29](O)=[O:30])=[CH:27][CH:26]=2)(=[O:24])=[O:23])[CH:19]=[CH:18][CH:17]=[N:16]1>>[N:15]1([CH2:20][CH2:21][S:22]([C:25]2[CH:33]=[CH:32][C:28]([C:29]([NH:6][C:5]3[CH:7]=[CH:8][C:2]([Cl:1])=[C:3]([C:9]4[CH:14]=[CH:13][CH:12]=[CH:11][N:10]=4)[CH:4]=3)=[O:30])=[CH:27][CH:26]=2)(=[O:24])=[O:23])[CH:19]=[CH:18][CH:17]=[N:16]1. Procedure: 250 mg of 4-(2-bromoethylsulfonyl)benzonitrile was used in Procedure P with pyrazole to yield 4-(2-(1H-pyrazole-1-yl)ethylsulfonyl)benzonitrile. 300 mg of 4-(2-(1H-pyrazole-1-yl)ethylsulfonyl)benzonitrile was reacted via Procedure T to give 4-(2-(1H-pyrazole-1-yl)ethylsulfonyl)benzoic acid. 75 mg of 4-chloro-3-(pyridin-2-yl)aniline was coupled to 4-(2-(1H-pyrazole-1-yl)ethylsulfonyl)benzoic acid via Procedure G. The product was purified on reverse phase HPLC to yield 4-(2-(1H-pyrazol-1-yl)ethyls... Reactants: C(C)OCC (diethyl ether), BrC=1C=C2C(CC(OC2=CC1)(C)C)(C)C (6-bromo-2,2,4,4-tetramethyl chroman), solution, α,α-dichloro methyl ether. The reagents and catalysts are [Ti](Cl)(Cl)(Cl)Cl (titanium tetrachloride). Run in ClCCl (dichloromethane), ClCCl (dichloromethane). Product: BrC=1C=C2C(CC(OC2=C(C1)C=O)(C)C)(C)C (6-Bromo-2,2,4,4-tetramethyl-chroman-8-carbaldehyde). Yield: 94.0%. Reaction SMILES: [Br:1][C:2]1[CH:3]=[C:4]2[C:9](=[CH:10][CH:11]=1)[O:8][C:7]([CH3:13])([CH3:12])[CH2:6][C:5]2([CH3:15])[CH3:14].[CH2:16]([O:18]CC)C>ClCCl.[Ti](Cl)(Cl)(Cl)Cl>[Br:1][C:2]1[CH:3]=[C:4]2[C:9](=[C:10]([CH:16]=[O:18])[CH:11]=1)[O:8][C:7]([CH3:13])([CH3:12])[CH2:6][C:5]2([CH3:15])[CH3:14]. Procedure: A stirred, cooled (ice bath) solution of 6-bromo-2,2,4,4-tetramethyl chroman, (0.5 g, 1.865 mmol) in anhydrous dichloromethane (5 mL) was treated with a 1M solution (1.86 mL, 1.86 mmol) of titanium tetrachloride in dichloromethane followed by α,α-dichloro methyl ether (0.214 g, 1.865 mmol). The reaction mixture was allowed to warm to ambient temperature for 4 h. The reaction mixture was diluted with diethyl ether, washed with brine (×1) and dried over anhydrous sodium sulfate, filtered and evapo...